This data is from the Open Reaction Database (ORD), a public repository of structured organic reaction records. The task is: describe an organic reaction: reactants, conditions, products, and yield As a reaction SMILES: [CH2:1]([O:3][C:4]([C:6]1[CH:10]=[C:9]([CH3:11])[N:8]([CH2:12][C:13]2[CH:18]=[C:17]([Cl:19])[CH:16]=[CH:15][C:14]=2O)[N:7]=1)=[O:5])[CH3:2].[C:21](=[O:24])([O-])[O-].[K+].[K+].[I-].[K+].[Cl:29][C:30]1[CH:37]=[CH:36][C:33](CBr)=[CH:32][CH:31]=1>CN(C=O)C.O>[CH2:1]([O:3][C:4]([C:6]1[CH:10]=[C:9]([CH3:11])[N:8]([CH:12]([O:24][CH2:21][C:33]2[CH:36]=[CH:37][C:30]([Cl:29])=[CH:31][CH:32]=2)[C:13]2[CH:18]=[C:17]([Cl:19])[CH:16]=[CH:15][CH:14]=2)[N:7]=1)=[O:5])[CH3:2] |f:1.2.3,4.5|. Yield: 66.8%. Reported procedure: To a solution of 1-(5-Chloro-2-hydroxy-benzyl)-5-methyl-1H-pyrazole-3-carboxylic acid ethyl ester 2 (0.6 g, 2.0 mmol) in DMF (5 mL) were added potassium carbonate (0.84 g, 6.1 mmol), potassium iodide (0.34 g, 2.0 mmol) and 4-chlorobenzylbromide (0.38 g, 2.2 mmol). The resulting mixture was heated at 100° C. overnight. The mixture was poured into water (20 mL) and extracted with Et2O (3×15 mL). The organic layers were combined, washed with brine (30 mL), dried (Na2SO4) and the volatiles were remo... Reactants: C(C)OC(=O)C1=NN(C(=C1)C)CC1=C(C=CC(=C1)Cl)O (1-(5-CHLORO-2-HYDROXY-BENZYL)-5-METHYL-1H-PYRAZOLE-3-CARBOXYLIC ACID ETHYL ESTER), C([O-])([O-])=O.[K+].[K+] (potassium carbonate), [I-].[K+] (potassium iodide), ClC1=CC=C(CBr)C=C1 (4-chlorobenzylbromide). Run in O (water), CN(C)C=O (DMF). Reaction conditions: temperature 100 celsius. Product: C(C)OC(=O)C1=NN(C(=C1)C)C(C1=CC=CC(=C1)Cl)OCC1=CC=C(C=C1)Cl (1-[5-CHLORO-(4-CHLORO-BENZYLOXY)-BENZYL]-5-METHYL-1H-PYRAZOLE-3-CARBOXYLIC ACID ETHYL ESTER).